From a dataset of the Open Reaction Database (ORD), a public repository of structured organic reaction records. describe an organic reaction: reactants, conditions, products, and yield Reactants: [H-].[H-].[H-].[H-].[Li+].[Al+3] (LiAlH4), BrC=1C=C(C(=C(C(=O)OC)C1)C)OC(C)C (methyl 5-bromo-2-methyl-3-(propan-2-yloxy)benzoate). Solvent: C1CCOC1 (THF), C1CCOC1 (THF). Run at time 1 hour. Product: BrC=1C=C(C(=C(C1)CO)C)OC(C)C ([5-bromo-2-methyl-3-(propan-2-yloxy)phenyl]methanol). The yield is 47.1%. RXN SMILES: [H-].[H-].[H-].[H-].[Li+].[Al+3].[Br:7][C:8]1[CH:9]=[C:10]([O:19][CH:20]([CH3:22])[CH3:21])[C:11]([CH3:18])=[C:12]([CH:17]=1)[C:13](OC)=[O:14]>C1COCC1>[Br:7][C:8]1[CH:9]=[C:10]([O:19][CH:20]([CH3:22])[CH3:21])[C:11]([CH3:18])=[C:12]([CH2:13][OH:14])[CH:17]=1 |f:0.1.2.3.4.5|. Procedure: To a suspension of LiAlH4 (1.90 g, 50.2 mmol) in dry THF (60 mL) was added dropwise methyl 5-bromo-2-methyl-3-(propan-2-yloxy)benzoate (Cpd PP, 17.0 g, 65.6 mmol) in THF (40 mL) at −5° C. After the addition, the resulting mixture was allowed to stir at room temperature for 1 hour. The reaction mixture was quenched with 20% NaOH (10 mL) at −5° C. and then stirred at room temperature for 30 minutes. The resulting mixture was filtered and the solids were washed with EtOAc (3×30 mL). The filtrate wa... Starting materials: [Cl-].[NH4+] (ammonium chloride), COC(CC1=CC(=CC=C1)Br)=O (3-bromophenyl acetic acid methyl ester), C([O-])([O-])=O.[Na+].[Na+] (sodium carbonate), C1(=CC=CC=C1)B(O)O (phenyl boronic acid). The reagents and catalysts are C=1C=CC(=CC1)[P](C=2C=CC=CC2)(C=3C=CC=CC3)[Pd]([P](C=4C=CC=CC4)(C=5C=CC=CC5)C=6C=CC=CC6)([P](C=7C=CC=CC7)(C=8C=CC=CC8)C=9C=CC=CC9)[P](C=1C=CC=CC1)(C=1C=CC=CC1)C=1C=CC=CC1 (tetrakis(triphenylphosphine)palladium). The solvent is C(C)(=O)OCC.CCCCCCC (ethyl acetate heptane), CCCCCCC (heptane), C(C)(=O)OCC (ethyl acetate), C1(=CC=CC=C1)C (toluene). Conditions: time 8 hour. Yields the product COC(CC=1C=C(C=CC1)C1=CC=CC=C1)=O (biphenyl-3-yl acetic acid methyl ester). Reaction SMILES: [CH3:1][O:2][C:3](=[O:12])[CH2:4][C:5]1[CH:10]=[CH:9][CH:8]=[C:7](Br)[CH:6]=1.[C:13]1(B(O)O)[CH:18]=[CH:17][CH:16]=[CH:15][CH:14]=1.C(=O)([O-])[O-].[Na+].[Na+].[Cl-].[NH4+]>C1(C)C=CC=CC=1.CCCCCCC.C1C=CC([P]([Pd]([P](C2C=CC=CC=2)(C2C=CC=CC=2)C2C=CC=CC=2)([P](C2C=CC=CC=2)(C2C=CC=CC=2)C2C=CC=CC=2)[P](C2C=CC=CC=2)(C2C=CC=CC=2)C2C=CC=CC=2)(C2C=CC=CC=2)C2C=CC=CC=2)=CC=1.C(OCC)(=O)C.C(OCC)(=O)C.CCCCCCC>[CH3:1][O:2][C:3](=[O:12])[CH2:4][C:5]1[CH:6]=[C:7]([C:13]2[CH:18]=[CH:17][CH:16]=[CH:15][CH:14]=2)[CH:8]=[CH:9][CH:10]=1 |f:2.3.4,5.6,11.12,^1:47,49,68,87|. Procedure: Concentrated sulphuric acid (588 μL) was added to a solution of 3-bromophenyl acetic acid (10 g, 46.5 mmol) in methanol (100 mL). The mixture was refluxed for 1.5 h and then cooled to ambient temperature and evaporated under reduced pressure to afford a residue. The residue was redissolved in diethyl ether (500 mL), washed with water (2×100 mL), brine (100 mL), dried (MgSO4) and then evaporated under reduced pressure to afford 3-bromophenyl acetic acid methyl ester (10.65 g). The 3-bromophenyl a... Reactants: CON, CC(=O)O, Cl, Nc1ncnc(Cl)c1C=O, O. The product is CON=Cc1c(N)ncnc1Cl. Reaction SMILES: [CH3:12][O:13][NH2:14].[CH3:15][C:16](=[O:17])[OH:18].[ClH:11].[NH2:1][c:2]1[n:3][cH:4][n:5][c:6]([Cl:10])[c:7]1[CH:8]=[O:9].[OH2:19]>>[NH2:1][c:2]1[n:3][cH:4][n:5][c:6]([Cl:10])[c:7]1[CH:8]=[N:14][O:13][CH3:12]. Starting materials: CC1(C2=CC=CC=C2C=2C=CC(=CC12)C1=CC=CC2=C1OC1=C2C=CC=C1)C (4-(9,9-dimethyl-9H-fluoren-2-yl)dibenzo[b,d]furan), C(C)(CC)[Li] (sec-butyllithium), C1CCCCC1 (cyclohexane), C(C)(C)OB1OC(C(O1)(C)C)(C)C (2-isopropoxy-4,4,5,5-tetramethyl-1,3,2-dioxaborolane). Run in C1CCOC1 (THF). Reaction conditions: temperature -78 celsius, time 2 hour. Yields the product CC1(C2=CC=CC=C2C=2C=CC(=CC12)C1=CC=CC=2C3=C(OC21)C(=CC=C3)B3OC(C(O3)(C)C)(C)C)C (2-(6-(9,9-dimethyl-9H-fluoren-2-yl)dibenzo[b,d]furan-4-yl)-4,4,5,5-tetramethyl-1,3,2-dioxaborolane). The yield is 84.2%. As a reaction SMILES: [CH3:1][C:2]1([CH3:28])[C:14]2[CH:13]=[C:12]([C:15]3[C:20]4[O:21][C:22]5[CH:27]=[CH:26][CH:25]=[CH:24][C:23]=5[C:19]=4[CH:18]=[CH:17][CH:16]=3)[CH:11]=[CH:10][C:9]=2[C:8]2[C:3]1=[CH:4][CH:5]=[CH:6][CH:7]=2.C([Li])(CC)C.C1CCCCC1.C(O[B:44]1[O:48][C:47]([CH3:50])([CH3:49])[C:46]([CH3:52])([CH3:51])[O:45]1)(C)C>C1COCC1>[CH3:1][C:2]1([CH3:28])[C:14]2[CH:13]=[C:12]([C:15]3[C:20]4[O:21][C:22]5[C:27]([B:44]6[O:48][C:47]([CH3:50])([CH3:49])[C:46]([CH3:52])([CH3:51])[O:45]6)=[CH:26][CH:25]=[CH:24][C:23]=5[C:19]=4[CH:18]=[CH:17][CH:16]=3)[CH:11]=[CH:10][C:9]=2[C:8]2[C:3]1=[CH:4][CH:5]=[CH:6][CH:7]=2. Procedure: Into a solution of 4-(9,9-dimethyl-9H-fluoren-2-yl)dibenzo[b,d]furan (11.55 g, 32.0 mmol) and THF (200 ml), a solution of sec-butyllithium 1.4 M in cyclohexane (30.9 ml, 43.3 mmol) at −78° C. was slowly added. The resulting mixture was stirred at −78° C. for 2 hours before adding 2-isopropoxy-4,4,5,5-tetramethyl-1,3,2-dioxaborolane (9.81 ml, 48.1 mmol) by syringe. The reaction solution was allowed to gradually warm to room temperature and stirred for 14 h. The reaction was quenched with methanol... Starting materials: NCC=1C=CC(=C(C(=O)O)C1)Cl (5-aminomethyl-2-chlorobenzoic acid), CSC1=C(NC2=CC(=CC(=C21)Br)Br)SC (MC-6). The solvent is Cl (HCl), CCO (EtOH). Yields the product C(C)OC(C1=C(C=CC(=C1)CN)Cl)=O (5-Aminomethyl-2-chloro-benzoic acid ethyl ester). Reaction SMILES: [NH2:1][CH2:2][C:3]1[CH:4]=[CH:5][C:6]([Cl:12])=[C:7]([CH:11]=1)[C:8]([OH:10])=[O:9].CS[C:15]1C2C(=CC(Br)=CC=2Br)N[C:16]=1SC>Cl.CCO>[CH2:15]([O:9][C:8](=[O:10])[C:7]1[CH:11]=[C:3]([CH2:2][NH2:1])[CH:4]=[CH:5][C:6]=1[Cl:12])[CH3:16]. Procedure: Prepared analogously to example 42d with 5-aminomethyl-2-chlorobenzoic acid (2 g; 9.01 mmol) in 20 mL HCl in EtOH. Yield: 2.38 g (90%); MS: [M+H]+=214 (Cl isotope pattern); HPLC: Rt=1.20 min (Method MC-6) Starting materials: solution, OO (H2O2), BrC1=C(C=CC(=C1)F)OCC (2-bromo-1-ethoxy-4-fluoro-benzene), [Li]CCCC (n-BuLi), COB(OC)OC (Trimethylborate). Solvent: C(C)(=O)O (Acetic acid), O (Water), C1CCOC1 (THF). Run at temperature -75 celsius, time 30 minute. The product is C(C)OC1=C(C=C(C=C1)F)O (2-ethoxy-5-fluoro-phenol). Yield: 80.1%. Reaction SMILES: Br[C:2]1[CH:7]=[C:6]([F:8])[CH:5]=[CH:4][C:3]=1[O:9][CH2:10][CH3:11].[Li]CCCC.C[O:18]B(OC)OC.OO>C1COCC1.O.C(O)(=O)C>[CH2:10]([O:9][C:3]1[CH:4]=[CH:5][C:6]([F:8])=[CH:7][C:2]=1[OH:18])[CH3:11]. Procedure: The 2-bromo-1-ethoxy-4-fluoro-benzene (3.1 g) described in example 1.1 was dissolved in THF (25 ml). The solution was cooled to −75° C. and a solution of n-BuLi (9.73 ml, 1.6 M in hexane) was added slowly. The mixture was stirred for 30 min at −75° C. Trimethylborate (1.62 g) was added within 5 min. Acetic acid (1.27 g) and a 30% solution of H2O2 (1.51 g) were added sequentially. The mixture was stirred for 30 min at 0° C. and for 3 h at room temperature. Water was added and the mixture was extr... Starting materials: COc1cc(Br)c(C=O)cc1O, CC(=O)[O-], C[N+](=O)[O-], [NH4+]. Product: COc1cc(Br)c(C=C[N+](=O)[O-])cc1O. RXN SMILES: [Br:1][c:2]1[c:3]([CH:4]=[O:5])[cH:6][c:7]([OH:12])[c:8]([O:10][CH3:11])[cH:9]1.[CH3:14][C:15](=[O:16])[O-:17].[N+:18](=[O:19])([O-:20])[CH3:21].[NH4+:13]>>[Br:1][c:2]1[c:3]([CH:4]=[CH:21][N+:18](=[O:19])[O-:20])[cH:6][c:7]([OH:12])[c:8]([O:10][CH3:11])[cH:9]1.